describe an organic reaction: reactants, conditions, products, and yield From a dataset of the Open Reaction Database (ORD), a public repository of structured organic reaction records. Reactants: O=C1CC=C2CCCCC2C1, N#CC1=C(C#N)C(=O)C(Cl)=C(Cl)C1=O, Cl, C1COCCO1, C=CC1(O)CCCC2=CC(=O)CCC21C. The product is C=CC1(O)CC=CC2=CC(=O)CCC21C. RXN SMILES: [CH2:31]1[C:32]2=[CH:38][CH2:37][C:35](=[O:36])[CH2:34][CH:33]2[CH2:39][CH2:40][CH2:41]1.[Cl:17][C:18]1=[C:29]([Cl:30])[C:27](=[O:28])[C:24]([C:25]#[N:26])=[C:21]([C:22]#[N:23])[C:19]1=[O:20].[ClH:16].[O:42]1[CH2:43][CH2:44][O:45][CH2:46][CH2:47]1.[OH:1][C:2]1([CH:14]=[CH2:15])[CH2:3][CH2:4][CH2:5][C:6]2=[CH:7][C:8](=[O:13])[CH2:9][CH2:10][C:11]12[CH3:12]>>[OH:1][C:2]1([CH:14]=[CH2:15])[CH2:3][CH:4]=[CH:5][C:6]2=[CH:7][C:8](=[O:13])[CH2:9][CH2:10][C:11]12[CH3:12]. The reactants are C(C)(C)(C)OC(=O)NC=1C=CC2=C(N(C(=N2)C)CC2=C(C=CC=C2)Cl)C1 (6-t-Butoxycarbonylamino-1-(2-chlorobenzyl)-2-methylbenzimidazole), C1(=CC=CC=C1)P(=O)(C1=CC=CC=C1)N=[N+]=[N-] (diphenylphosphorylazide), C(C)(C)N(CC)C(C)C (diisopropylethylamine), C(C)(C)(C)O (t-butylalcohol). Yields the product C(C)(C)(C)OC(=O)NC=1C=CC2=C(N(C(=N2)C)CC2=C(C=CC=C2)Cl)C1 (6-t-butoxycarbonylamino-1-(2-chlorobenzyl)-2-methylbenzimidazole), C(=O)(O)C=1C=CC2=C(N(C(=N2)C)CC2=C(C=CC=C2)Cl)C1 (6-carboxy-1-(2-chlorobenzyl)-2-methylbenzimidazole). As a reaction SMILES: [C:1]([O:5][C:6]([NH:8][C:9]1[CH:10]=[CH:11][C:12]2[N:16]=[C:15]([CH3:17])[N:14]([CH2:18][C:19]3[CH:24]=[CH:23][CH:22]=[CH:21][C:20]=3[Cl:25])[C:13]=2[CH:26]=1)=[O:7])([CH3:4])([CH3:3])[CH3:2].C1(P(N=[N+]=[N-])(C2C=CC=CC=2)=[O:34])C=CC=CC=1.C(N(C(C)C)CC)(C)C.[C:53]([OH:57])(C)(C)C>>[C:1]([O:5][C:6]([NH:8][C:9]1[CH:10]=[CH:11][C:12]2[N:16]=[C:15]([CH3:17])[N:14]([CH2:18][C:19]3[CH:24]=[CH:23][CH:22]=[CH:21][C:20]=3[Cl:25])[C:13]=2[CH:26]=1)=[O:7])([CH3:4])([CH3:2])[CH3:3].[C:53]([C:9]1[CH:10]=[CH:11][C:12]2[N:16]=[C:15]([CH3:17])[N:14]([CH2:18][C:19]3[CH:24]=[CH:23][CH:22]=[CH:21][C:20]=3[Cl:25])[C:13]=2[CH:26]=1)([OH:57])=[O:34]. Procedure: ) 6-t-Butoxycarbonylamino-1-(2-chlorobenzyl)-2-methylbenzimidazole By using the method of example 1, 6-t-butoxycarbonylamino-1-(2-chlorobenzyl)-2-methylbenzimidazole (0.760 g) is obtained from 6-carboxy-1-(2-chlorobenzyl)-2-methylbenzimidazole (1.01 g), diphenylphosphorylazide (1 ml), diisopropylethylamine (1 ml), and t-butylalcohol (25 ml). 1H-NMR (CDCl3, δ): 1.49 (9H, s), 2.47 (3H, s), 5.37 (2H, s), 6.41(1H, d, J=7.5 Hz), 6.55 (1H, br s), 6.93 (1H, dd, J=1.9 and 8.6 Hz), 7.08 (1H, t, J=7.5 Hz)... Starting materials: COC1=C(C=C(C(=C1)C)OC)CCC(=O)O (3-(2',5'-dimethoxy-4'-methylphenyl)-propionic acid), Br (hydrobromic acid). Yields the product OC1=C(C=C(C(=C1)C)O)CCC(=O)O (3-(2',5'-dihydroxy-4'-methylphenyl)-propionic acid). Reaction SMILES: C[O:2][C:3]1[CH:8]=[C:7]([CH3:9])[C:6]([O:10]C)=[CH:5][C:4]=1[CH2:12][CH2:13][C:14]([OH:16])=[O:15].Br>>[OH:2][C:3]1[CH:8]=[C:7]([CH3:9])[C:6]([OH:10])=[CH:5][C:4]=1[CH2:12][CH2:13][C:14]([OH:16])=[O:15]. Procedure: 0.18 mol (40 g) of 3-(2',5'-dimethoxy-4'-methylphenyl)-propionic acid is heated under reflux in 300 ml of 48% strength hydrobromic acid. After cooling, the acid obtained precipitates. It is filtered off, dried and recrystallised from a mixture of ethanol, chloroform and petroleum ether. After drying, it melts at 181° C. Reactants: CCO, CC1CN(Cc2ccccc2)CC(C)N1C(=O)c1cn2c3c(cccc13)OCC2C1CCCCC1, Cl. Yields the product CC1CNCC(C)N1C(=O)c1cn2c3c(cccc13)OCC2C1CCCCC1, Cl. Reaction SMILES: [CH3:37][CH2:38][OH:39].[CH:2]1([CH:8]2[CH2:9][O:10][c:11]3[c:12]4[n:13]2[cH:14][c:15]([C:20](=[O:21])[N:22]2[CH:23]([CH3:36])[CH2:24][N:25]([CH2:29][c:30]5[cH:31][cH:32][cH:33][cH:34][cH:35]5)[CH2:26][CH:27]2[CH3:28])[c:16]4[cH:17][cH:18][cH:19]3)[CH2:3][CH2:4][CH2:5][CH2:6][CH2:7]1.[ClH:1]>>[CH:2]1([CH:8]2[CH2:9][O:10][c:11]3[c:12]4[n:13]2[cH:14][c:15]([C:20](=[O:21])[N:22]2[CH:23]([CH3:36])[CH2:24][NH:25][CH2:26][CH:27]2[CH3:28])[c:16]4[cH:17][cH:18][cH:19]3)[CH2:3][CH2:4][CH2:5][CH2:6][CH2:7]1.[ClH:1].